From a dataset of the Open Reaction Database (ORD), a public repository of structured organic reaction records. describe an organic reaction: reactants, conditions, products, and yield The reactants are CCOC(C)=O, CC(=O)C=Cc1ccccc1C(F)(F)F. The product is CC(=O)CCc1ccccc1C(F)(F)F. RXN SMILES: [CH3:16][CH2:17][O:18][C:19](=[O:20])[CH3:21].[F:1][C:2]([c:3]1[c:4]([CH:9]=[CH:10][C:11]([CH3:12])=[O:13])[cH:5][cH:6][cH:7][cH:8]1)([F:14])[F:15]>>[F:1][C:2]([c:3]1[c:4]([CH2:9][CH2:10][C:11]([CH3:12])=[O:13])[cH:5][cH:6][cH:7][cH:8]1)([F:14])[F:15]. Reactants: ClC=1C=C2C=3CCC(CC3NC2=CC1)C#N (6-chloro-2-cyano-1,2,3,4-tetrahydrocarbazole), Cl (hydrochloric acid), O1CCCC1 (tetrahydrofuran), C[Mg]I (methyl magnesium iodide). Solvent: O (water), CCOCC (ether). Run at temperature 10 celsius. The product is C(C)(=O)C1CC=2NC3=CC=C(C=C3C2CC1)Cl (2-acetyl-6-chloro-1,2,3,4-tetrahydrocarbazole). RXN SMILES: [Cl:1][C:2]1[CH:3]=[C:4]2[C:12](=[CH:13][CH:14]=1)[NH:11][C:10]1[CH2:9]C(C#N)CC[C:5]2=1.[O:17]1[CH2:21][CH2:20][CH2:19][CH2:18]1.[CH3:22][Mg]I.Cl>O.CCOCC>[C:21]([CH:20]1[CH2:9][CH2:10][C:5]2[C:4]3[C:12](=[CH:13][CH:14]=[C:2]([Cl:1])[CH:3]=3)[NH:11][C:18]=2[CH2:19]1)(=[O:17])[CH3:22]. Procedure: A solution of 1.0 g. of 6-chloro-2-cyano-1,2,3,4-tetrahydrocarbazole in 15 ml. of tetrahydrofuran was added dropwise to a cooled (10° C. ), stirred solution of 9.6 g. of methyl magnesium iodide in 20 ml. of ether. The reaction mixture was refluxed and stirred under an atmosphere of dry nitrogen for 24 hours. Thereafter, it was cooled to 5° C. in an ice bath and 50 ml. of cold water was carefully added followed by 3 ml. of concentrated hydrochloric acid. The mixture was heated for 3 hours on a st... Reactants: [Na] (sodium), C1(=CC=CC=C1)C1=NC2=CC=CC=C2C=C1 (2-Phenylquinoline), Cl (hydrochloric acid). The solvent is O (water), alcohol. Product: C1(=CC=CC=C1)C1NC2=CC=CC=C2CC1 (1,2,3,4-tetrahydro-2-phenylquinoline). Reaction SMILES: [C:1]1([C:7]2[CH:16]=[CH:15][C:14]3[C:9](=[CH:10][CH:11]=[CH:12][CH:13]=3)[N:8]=2)[CH:6]=[CH:5][CH:4]=[CH:3][CH:2]=1.[Na].Cl>O>[C:1]1([CH:7]2[CH2:16][CH2:15][C:14]3[C:9](=[CH:10][CH:11]=[CH:12][CH:13]=3)[NH:8]2)[CH:2]=[CH:3][CH:4]=[CH:5][CH:6]=1 |^1:16|. Procedure: 2-Phenylquinoline (65 g) was dissolved in absolute alcohol (200 ml) and heated to reflux when sodium metal (25 g) was added in portions over 1 hr. The resulting mixture was maintained at reflux for a further 3 hr. The mixture was diluted with water (300 ml) and acidified with conc. hydrochloric acid. The alcohol was removed in vacuo and the residue made basic with 10M sodium hydroxide solution. The resulting solution was extracted with ether (4×150 ml) and the ether layer was dried (magnesium su... Reactants: CO, [O-][I+3]([O-])([O-])[O-], [Na+], O, CSc1ccc(C(=CC2CCCC2)c2cc3cccnc3n2S(=O)(=O)c2ccccc2)cn1. Product: CS(=O)c1ccc(C(=CC2CCCC2)c2cc3cccnc3n2S(=O)(=O)c2ccccc2)cn1. RXN SMILES: [CH3:40][OH:41].[I+3:34]([O-:35])([O-:36])([O-:37])[O-:38].[Na+:39].[OH2:42].[c:1]1([S:7](=[O:8])(=[O:9])[n:10]2[c:11]([C:19](=[CH:20][CH:21]3[CH2:22][CH2:23][CH2:24][CH2:25]3)[c:26]3[cH:27][n:28][c:29]([S:32][CH3:33])[cH:30][cH:31]3)[cH:12][c:13]3[c:14]2[n:15][cH:16][cH:17][cH:18]3)[cH:2][cH:3][cH:4][cH:5][cH:6]1>>[c:1]1([S:7](=[O:8])(=[O:9])[n:10]2[c:11]([C:19](=[CH:20][CH:21]3[CH2:22][CH2:23][CH2:24][CH2:25]3)[c:26]3[cH:27][n:28][c:29]([S:32]([CH3:33])=[O:35])[cH:30][cH:31]3)[cH:12][c:13]3[c:14]2[n:15][cH:16][cH:17][cH:18]3)[cH:2][cH:3][cH:4][cH:5][cH:6]1. Yields the product Cc1nc(C=NN2CCC(N(C)C(=O)c3ccc(Cl)cc3)C(c3ccc(Cl)c(Cl)c3)C2)c[nH]1. As a reaction SMILES: [CH3:28][c:29]1[nH:30][cH:31][c:32]([CH:34]=[O:35])[n:33]1.[CH3:37][OH:38].[ClH:1].[NH2:2][N:3]1[CH2:4][CH:5]([c:20]2[cH:21][c:22]([Cl:27])[c:23]([Cl:26])[cH:24][cH:25]2)[CH:6]([N:9]([C:10]([c:11]2[cH:12][cH:13][c:14]([Cl:17])[cH:15][cH:16]2)=[O:18])[CH3:19])[CH2:7][CH2:8]1.[OH2:36]>>[N:2]([N:3]1[CH2:4][CH:5]([c:20]2[cH:21][c:22]([Cl:27])[c:23]([Cl:26])[cH:24][cH:25]2)[CH:6]([N:9]([C:10]([c:11]2[cH:12][cH:13][c:14]([Cl:17])[cH:15][cH:16]2)=[O:18])[CH3:19])[CH2:7][CH2:8]1)=[CH:34][c:32]1[cH:31][nH:30][c:29]([CH3:28])[n:33]1. Reactants: Cc1nc(C=O)c[nH]1, CO, Cl, CN(C(=O)c1ccc(Cl)cc1)C1CCN(N)CC1c1ccc(Cl)c(Cl)c1, O. Starting materials: C(\C=C\C1=CC=CC=C1)(=O)N1C[C@H](N(CC1)C(C1=CC(=CC(=C1)C(F)(F)F)NC=O)=O)CC1=CNC2=CC=CC=C12 ((2R)-4-(trans-cinnamoyl)-1-[3-formylamino-5-(trifluoromethyl)benzoyl]-2-(1H-indol-3-yl-methyl)piperazine), Cl (hydrochloric acid). The solvent is CO (methanol). Reaction conditions: time 6 hour. Product: Cl.NC=1C=C(C(=O)N2[C@@H](CN(CC2)C(\C=C\C2=CC=CC=C2)=O)CC2=CNC3=CC=CC=C23)C=C(C1)C(F)(F)F ((2R)-1-[3-amino-5-(trifluoromethyl)benzoyl]-4-(trans-cinnamoyl)-2-(1H-indol-3-yl-methyl)piperazine hydrochloride). Reaction SMILES: [C:1]([N:11]1[CH2:16][CH2:15][N:14]([C:17](=[O:31])[C:18]2[CH:23]=[C:22]([C:24]([F:27])([F:26])[F:25])[CH:21]=[C:20]([NH:28]C=O)[CH:19]=2)[C@H:13]([CH2:32][C:33]2[C:41]3[C:36](=[CH:37][CH:38]=[CH:39][CH:40]=3)[NH:35][CH:34]=2)[CH2:12]1)(=[O:10])/[CH:2]=[CH:3]/[C:4]1[CH:9]=[CH:8][CH:7]=[CH:6][CH:5]=1.[ClH:42]>CO>[ClH:42].[NH2:28][C:20]1[CH:19]=[C:18]([CH:23]=[C:22]([C:24]([F:27])([F:26])[F:25])[CH:21]=1)[C:17]([N:14]1[CH2:15][CH2:16][N:11]([C:1](=[O:10])/[CH:2]=[CH:3]/[C:4]2[CH:9]=[CH:8][CH:7]=[CH:6][CH:5]=2)[CH2:12][C@H:13]1[CH2:32][C:33]1[C:41]2[C:36](=[CH:37][CH:38]=[CH:39][CH:40]=2)[NH:35][CH:34]=1)=[O:31] |f:3.4|. Reported procedure: A mixture of (2R)-4-(trans-cinnamoyl)-1-[3-formylamino-5-(trifluoromethyl)benzoyl]-2-(1H-indol-3-yl-methyl)piperazine (280 mg) and aqueous 10% hydrochloric acid (1 ml) in methanol (10 ml) was stirred at room temperature for 6 hours. The mixture was evaporated under reduced pressure. The resulting powder was collected by filtration and dried to give (2R)-1-[3-amino-5-(trifluoromethyl)benzoyl]-4-(trans-cinnamoyl)-2-(1H-indol-3-yl-methyl)piperazine hydrochloride (280 mg). The reactants are Cl (hydrochloride), compound, OCC=1N(C(SC1)=NC1=NC=C(C=C1)OC)CCCNC(OC(C)(C)C)=O (tert-Butyl 3-[4-(hydroxymethyl)-2-[(5-methoxy-2-pyridyl)imino]-thiazol-3(2H)-yl]propylcarbamate), NCCCN1C(SC=C1COCC1=CC=CC=C1)=NC1=CC=C(C=C1)OC(F)(F)F (N-[3-(3-Aminopropyl)-4-[(benzyloxy)methyl]thiazol-2(3H)-ylidene]-4-(trifluoromethoxy)aniline), Example 208 ( 3 ). Product: NCCCN1C(SC=C1COCC1=CC=CC=C1)=NC1=NC=C(C=C1)OC (N-[3-(3-Aminopropyl)-4-[(benzyloxy)methyl]thiazol-2(3H)-ylidene]-5-methoxy-2-pyridinamine). RXN SMILES: [OH:1][CH2:2][C:3]1[N:4]([CH2:17][CH2:18][CH2:19][NH:20]C(=O)OC(C)(C)C)[C:5](=[N:8][C:9]2[CH:14]=[CH:13][C:12]([O:15][CH3:16])=[CH:11][N:10]=2)[S:6][CH:7]=1.NCCCN1C(CO[CH2:39][C:40]2[CH:45]=[CH:44][CH:43]=[CH:42][CH:41]=2)=CSC1=NC1C=CC(OC(F)(F)F)=CC=1.Cl>>[NH2:20][CH2:19][CH2:18][CH2:17][N:4]1[C:3]([CH2:2][O:1][CH2:39][C:40]2[CH:45]=[CH:44][CH:43]=[CH:42][CH:41]=2)=[CH:7][S:6][C:5]1=[N:8][C:9]1[CH:14]=[CH:13][C:12]([O:15][CH3:16])=[CH:11][N:10]=1. Reported procedure: The compound (283 mg) obtained in the above (1) was treated in a similar manner to in Example 208 (3), (4) to give the title compound (128 mg) as hydrochloride. Reactants: CCOC(=O)C.CCCCCC (EtOAc Hexane), C(C)OC1=NC=CC=C1C(F)(F)F (2-Ethoxy-3-trifluoromethyl-pyridine), BrN1C(=O)N(C(=O)C1(C)C)Br (1,3-dibromo-5,5-dimethylhydantoin), BrN1C(=O)N(C(=O)C1(C)C)Br (1,3-dibromo-5,5-dimethylhydantoin). Run in C(=O)(C(F)(F)F)O (TFA), FC(C(=O)O)(F)F (trifluoroacetic acid). Reaction conditions: time 8 hour. The product is BrC=1C=C(C(=NC1)OCC)C(F)(F)F (5-bromo-2-ethoxy-3-trifluoromethyl-pyridine). Yield: 78.6%. RXN SMILES: [CH2:1]([O:3][C:4]1[C:9]([C:10]([F:13])([F:12])[F:11])=[CH:8][CH:7]=[CH:6][N:5]=1)[CH3:2].[Br:14]N1C(C)(C)C(=O)N(Br)C1=O.CCOC(C)=O.CCCCCC>C(O)(C(F)(F)F)=O>[Br:14][C:7]1[CH:8]=[C:9]([C:10]([F:13])([F:11])[F:12])[C:4]([O:3][CH2:1][CH3:2])=[N:5][CH:6]=1 |f:2.3|. Reported procedure: 2-Ethoxy-3-trifluoromethyl-pyridine (900 mg, 4.71 mmol) and 1,3-dibromo-5,5-dimethylhydantoin (1.35 g, 4.71 mmol) were placed in a round-bottom flask. To this mixture was slowly added 10 mL trifluoroacetic acid. The mixture was stirred at ambient temperature for overnight. More 1,3-dibromo-5,5-dimethylhydantoin (540 mg, 1.9 mmol) was added and the reaction mixture was stirred at ambient temperature for another day. After the completion of the reaction, TFA solvent was evaporated in vacuo and the... Reactants: C12(CC3CC(CC(C1)C3)C2)CC(=O)Cl (1-adamantaneacetyl chloride), CC1=C(N)C=CC=C1C (2,3-dimethylaniline). Product: CC1=C(C=CC=C1C)NC(CC12CC3CC(CC(C1)C3)C2)=O (N-(2,3-Dimethylphenyl)-tricyclo[3.3.1.13,7]decane-1-acetamide). The yield is 12.6%. As a reaction SMILES: [C:1]12([CH2:11][C:12](Cl)=[O:13])[CH2:10][CH:5]3[CH2:6][CH:7]([CH2:9][CH:3]([CH2:4]3)[CH2:2]1)[CH2:8]2.[CH3:15][C:16]1[C:22]([CH3:23])=[CH:21][CH:20]=[CH:19][C:17]=1[NH2:18]>>[CH3:15][C:16]1[C:22]([CH3:23])=[CH:21][CH:20]=[CH:19][C:17]=1[NH:18][C:12](=[O:13])[CH2:11][C:1]12[CH2:10][CH:5]3[CH2:6][CH:7]([CH2:9][CH:3]([CH2:4]3)[CH2:2]1)[CH2:8]2. Procedure details: Prepared according to the method of Example 1b) from 1-adamantaneacetyl chloride (0.2 g) and 2,3-dimethylaniline (0.11 g) to give the title compound as a white solid (0.034 g). The reactants are CO, Nc1cc(C(=O)O)ccc1Cl, O=S(Cl)Cl. Product: COC(=O)c1ccc(Cl)c(N)c1. As a reaction SMILES: [CH3:16][OH:17].[NH2:1][c:2]1[cH:3][c:4]([C:5](=[O:6])[OH:7])[cH:8][cH:9][c:10]1[Cl:11].[S:12]([Cl:13])([Cl:14])=[O:15]>>[NH2:1][c:2]1[cH:3][c:4]([C:5]([O:6][CH3:16])=[O:7])[cH:8][cH:9][c:10]1[Cl:11].